The task is: describe an organic reaction: reactants, conditions, products, and yield. This data is from the Open Reaction Database (ORD), a public repository of structured organic reaction records. Yield: 94.0%. Yields the product NC=1C=CC2=C(C1)[C@@]1([C@H](S(C(C(=N1)N(C(OC(C)(C)C)=O)C(=O)OC(C)(C)C)(C)C)(=O)=O)C[C@@H](O2)C)C (tert-butyl N-[(4aR,6S,11bR)-10-amino-3,3,6,11b-tetramethyl-4,4-dioxo-5,6-dihydro-4aH-[1]benzoxepino[4,5-b][1,4]thiazin-2-yl]-N-tert-butoxycarbonyl-carbamate). Starting materials: CC1(C(=N[C@]2([C@H](S1(=O)=O)C[C@@H](OC1=C2C=C(C=C1)[N+](=O)[O-])C)C)N(C(OC(C)(C)C)=O)C(=O)OC(C)(C)C)C (Tert-butyl N-[(4aR,6S,11bR)-3,3,6,11b-tetramethyl-10-nitro-4,4-dioxo-5,6-dihydro-4aH-[1]benzoxepino[4,5-b][1,4]thiazin-2-yl]-N-tert-butoxycarbonyl-carbamate), CO (MeOH). Reaction conditions: time 1 hour. Run in C(C)(=O)OCC (ethyl acetate). Procedure details: Tert-butyl N-[(4aR,6S,11bR)-3,3,6,11b-tetramethyl-10-nitro-4,4-dioxo-5,6-dihydro-4aH-[1]benzoxepino[4,5-b][1,4]thiazin-2-yl]-N-tert-butoxycarbonyl-carbamate (7.3 g, 12.86 mmol) and palladium on carbon (10%), wet (1 g, 0.470 mmol) were combined in ethyl acetate (60 ml) with 5 ml of MeOH under hydrogen atmosphere and stirred at room temp for 1 h. The solution was filtered thru celite, the Pd solids were washed with DCM and MeOH, then the organics were concentrated to afford tert-butyl N-[(4aR,6S,1... Reaction SMILES: [CH3:1][C:2]1([CH3:39])[S:7](=[O:9])(=[O:8])[C@@H:6]2[CH2:10][C@H:11]([CH3:22])[O:12][C:13]3[CH:18]=[CH:17][C:16]([N+:19]([O-])=O)=[CH:15][C:14]=3[C@@:5]2([CH3:23])[N:4]=[C:3]1[N:24]([C:32]([O:34][C:35]([CH3:38])([CH3:37])[CH3:36])=[O:33])[C:25](=[O:31])[O:26][C:27]([CH3:30])([CH3:29])[CH3:28].CO>[Pd].C(OCC)(=O)C>[NH2:19][C:16]1[CH:17]=[CH:18][C:13]2[O:12][C@@H:11]([CH3:22])[CH2:10][C@H:6]3[S:7](=[O:8])(=[O:9])[C:2]([CH3:39])([CH3:1])[C:3]([N:24]([C:25]([O:26][C:27]([CH3:28])([CH3:29])[CH3:30])=[O:31])[C:32](=[O:33])[O:34][C:35]([CH3:36])([CH3:37])[CH3:38])=[N:4][C@:5]3([CH3:23])[C:14]=2[CH:15]=1. The reagents and catalysts are [Pd] (palladium on carbon). Starting materials: FC1=CC=C(OCC=2C=C(C=NC2)C=2C=C3CCCNC3=NC2)C=C1 (6-[5-(4-Fluoro-phenoxymethyl)-pyridin-3-yl]-1,2,3,4-tetrahydro-[1,8]naphthyridine), C(C1=CC=CC=C1)(=O)N=C=O (benzoyl isocyanate), C(=O)([O-])[O-].[K+].[K+] (K2CO3). Run in C(Cl)Cl (DCM). Run at temperature 50 celsius. Yields the product FC1=CC=C(OCC=2C=C(C=NC2)C=2C=C3CCCN(C3=NC2)C(=O)N)C=C1 (6-[5-(4-Fluoro-phenoxymethyl)-pyridin-3-yl]-3,4-dihydro-2H-[1,8]naphthyridine-1-carboxylic acid amide). Yield: 71.6%. RXN SMILES: [F:1][C:2]1[CH:25]=[CH:24][C:5]([O:6][CH2:7][C:8]2[CH:9]=[C:10]([C:14]3[CH:15]=[C:16]4[C:21](=[N:22][CH:23]=3)[NH:20][CH2:19][CH2:18][CH2:17]4)[CH:11]=[N:12][CH:13]=2)=[CH:4][CH:3]=1.[C:26]([N:34]=C=O)(=[O:33])C1C=CC=CC=1.C([O-])([O-])=O.[K+].[K+]>C(Cl)Cl>[F:1][C:2]1[CH:25]=[CH:24][C:5]([O:6][CH2:7][C:8]2[CH:9]=[C:10]([C:14]3[CH:15]=[C:16]4[C:21](=[N:22][CH:23]=3)[N:20]([C:26]([NH2:34])=[O:33])[CH2:19][CH2:18][CH2:17]4)[CH:11]=[N:12][CH:13]=2)=[CH:4][CH:3]=1 |f:2.3.4|. Reported procedure: 6-[5-(4-Fluoro-phenoxymethyl)-pyridin-3-yl]-1,2,3,4-tetrahydro-[1,8]naphthyridine (32 mg, 0.096 mmol) and benzoyl isocyanate (24 mg, 0.14 mmol) are mixed in 1.0 mL of DCM and the mixture is heated at 50° C. for 16 hrs. Then the solvent is removed and the residue is dissolved in 1.0 mL of EtOH. K2CO3 (23 mg, 0.16 mmol) is added and the mixture is heated at 80° C. for 45 min. Then the solvent is removed and the residue is partitioned between water (35 mL) and EtOAc (75 mL). The aqueous layer is se... Reactants: OC=1C=CC(=C(C(=O)O)C1)C (5-hydroxy-2-methylbenzoic acid), CO (methanol), solution, C[Si](C)(C)C=[N+]=[N-] ((trimethylsilyl)diazomethane), C(C)OCC (diethyl ether). Run in ClCCl (dichloromethane), ClCCl (dichloromethane). Conditions: time 3 day. The product is OC=1C=CC(=C(C(=O)OC)C1)C (Methyl 5-hydroxy-2-methylbenzoate). The yield is 49.0%. As a reaction SMILES: [OH:1][C:2]1[CH:3]=[CH:4][C:5]([CH3:11])=[C:6]([CH:10]=1)[C:7]([OH:9])=[O:8].CO.[CH3:14][Si](C=[N+]=[N-])(C)C.C(OCC)C>ClCCl>[OH:1][C:2]1[CH:3]=[CH:4][C:5]([CH3:11])=[C:6]([CH:10]=1)[C:7]([O:9][CH3:14])=[O:8]. Procedure details: To a stirred solution of 5-hydroxy-2-methylbenzoic acid (WO 9619437, 1.11 g, 6.69 mmol), in dichloromethane (6 mL) and methanol (6 mL) was added a 2.0 M solution of (trimethylsilyl)diazomethane in diethyl ether (7.31 mL, 14.7 mmol) at 0° C. The mixture was stirred at room temperature for 3 days, and the mixture was diluted with dichloromethane (200 mL). The solution washed with water and brine, dried over magnesium sulfate, and evaporated. The residue was purified by column chromatography on sil... The reactants are ClC1=C(C(NC=C1)=O)C1=NC=2C(=CC=3C(N(C(C3C2)=O)C)=O)N1 (2-(4-Chloro-2-oxo-1,2-dihydropyridin-3-yl)-6-methylimidazo[4,5-f]isoindole-5,7(1H,6H)-dione), FC1=C(C=C(C=C1)F)CC(C)N (1-(2,5-difluorophenyl)propan-2-amine), C(C)(C)N(C(C)C)CC (N,N-diisopropylethylamine). The solvent is C(CCC)O (n-butanol). Product: FC1=C(C=C(C=C1)F)CC(C)NC1=C(C(NC=C1)=O)C1=NC=2C(=CC=3C(N(C(C3C2)=O)C)=O)N1 (2-(4-(1-(2,5-Difluorophenyl)propan-2-ylamino)-2-oxo-1,2-dihydropyridin-3-yl)-6-methylimidazo[4,5-f]isoindole-5,7(1H,6H)-dione). The yield is 61.3%. RXN SMILES: Cl[C:2]1[CH:7]=[CH:6][NH:5][C:4](=[O:8])[C:3]=1[C:9]1[NH:23][C:12]2=[CH:13][C:14]3[C:15](=[O:22])[N:16]([CH3:21])[C:17](=[O:20])[C:18]=3[CH:19]=[C:11]2[N:10]=1.[F:24][C:25]1[CH:30]=[CH:29][C:28]([F:31])=[CH:27][C:26]=1[CH2:32][CH:33]([NH2:35])[CH3:34].C(N(CC)C(C)C)(C)C>C(O)CCC>[F:24][C:25]1[CH:30]=[CH:29][C:28]([F:31])=[CH:27][C:26]=1[CH2:32][CH:33]([NH:35][C:2]1[CH:7]=[CH:6][NH:5][C:4](=[O:8])[C:3]=1[C:9]1[NH:23][C:12]2=[CH:13][C:14]3[C:15](=[O:22])[N:16]([CH3:21])[C:17](=[O:20])[C:18]=3[CH:19]=[C:11]2[N:10]=1)[CH3:34]. Procedure details: 2-(4-Chloro-2-oxo-1,2-dihydropyridin-3-yl)-6-methylimidazo[4,5-f]isoindole-5,7(1H,6H)-dione (0.44 g, 1.34 mmol), 1-(2,5-difluorophenyl)propan-2-amine (0.27 g, 1.61 mmol), n-butanol (30 mL) and N,N-diisopropylethylamine (5 mL) were mixed together in a flask. The reaction mixture was stirred and heated to reflux overnight under argon. Solvents were removed under reduced pressure. The residue solid was purified by column chromatography (silica-gel, CH2Cl2/MeOH=9/1 v/v) to give a brown solid product... Procedure details: Using 2,3-dimethoxy-6,7,8,9-tetrahydro-5H-benzocyclohepten-5-one (10 g), powdery sodium methoxide [prepared by subjecting a 28% methanol solution of sodium methoxide (40 g) to concentration to dryness under reduced pressure] and dimethyl carbonate (150 g), a condensation reaction is carried out in a manner as that described in Example 42. The resulting methyl ester of 2,3-dimethoxy-5-oxo-6,7,8,9-tetrahydro-5H-benzocycloheptene-6-carboxylic acid is dissolved in a mixture of methanol (100 ml) and ... As a reaction SMILES: [CH3:1]OC1C(OC)=CC2C(=O)CCCCC=2C=1.C[O-].[Na+].[CH3:20][O:21][C:22]1[C:23]([O:37][CH3:38])=[CH:24][C:25]2[C:31](=[O:32])[CH:30]([C:33]([OH:35])=[O:34])[CH2:29][CH2:28][CH2:27][C:26]=2[CH:36]=1.[BH4-].[Na+]>CO.C(Cl)Cl>[CH3:1][O:34][C:33]([CH:30]1[CH2:29][CH2:28][CH2:27][C:26]2[CH:36]=[C:22]([O:21][CH3:20])[C:23]([O:37][CH3:38])=[CH:24][C:25]=2[CH:31]1[OH:32])=[O:35] |f:1.2,4.5|. The reactants are methyl ester, COC=1C(=CC2=C(CCCC(C2=O)C(=O)O)C1)OC (2,3-dimethoxy-5-oxo-6,7,8,9-tetrahydro-5H-benzocycloheptene-6-carboxylic acid), COC=1C(=CC2=C(CCCCC2=O)C1)OC (2,3-dimethoxy-6,7,8,9-tetrahydro-5H-benzocyclohepten-5-one), C[O-].[Na+] (sodium methoxide), C[O-].[Na+] (sodium methoxide), [BH4-].[Na+] (sodium borohydride). Solvent: CO (methanol), C(Cl)Cl (methylene chloride), CO (methanol). The product is COC(=O)C1C(C2=C(CCC1)C=C(C(=C2)OC)OC)O (2,3-dimethoxy-5-hydroxy-6,7,8,9-tetrahydro-5H-benzocycloheptene-6-carboxylic acid methyl ester). Starting materials: C1(=CC=CC=C1)COC(CCCCCCC1N(CCC1C(=O)O)C(=O)OCC1=CC=CC=C1)=O (3-carboxy-1-[(phenylmethyloxy)carbonyl]-2-pyrrolidineheptanoic acid phenylmethyl ester), C(=O)(OCC1=CC=CC=C1)N1C(C(=O)O)CCC1 (N-carbobenzoxy-DL-proline). Product: C(CCCCC)OC(=O)C1C(NCC1)CCCCCCC(=O)O (3-[(hexyloxy)carbonyl]-2-pyrrolidineheptanoic acid). RXN SMILES: C1(C[O:8][C:9](=[O:34])[CH2:10][CH2:11][CH2:12][CH2:13][CH2:14][CH2:15][CH:16]2[CH:20]([C:21]([OH:23])=[O:22])[CH2:19][CH2:18][N:17]2C(OCC2C=CC=CC=2)=O)C=CC=CC=1.C(N1CCCC1C(O)=O)(OC[C:39]1[CH:44]=[CH:43][CH:42]=[CH:41][CH:40]=1)=O>>[CH2:43]([O:23][C:21]([CH:20]1[CH2:19][CH2:18][NH:17][CH:16]1[CH2:15][CH2:14][CH2:13][CH2:12][CH2:11][CH2:10][C:9]([OH:8])=[O:34])=[O:22])[CH2:44][CH2:39][CH2:40][CH2:41][CH3:42]. Procedure: By substituting 3-carboxy-1-[(phenylmethyloxy)carbonyl]-2-pyrrolidineheptanoic acid phenylmethyl ester (Example 18) for the N-carbobenzoxy-DL-proline in the procedure of Example 1, 3-[(hexyloxy)carbonyl]-2-pyrrolidineheptanoic acid is obtained. Starting materials: O=C(Cl)CCc1ccccc1, CC(=O)O, C=[N+]=[N-]. Yields the product [N-]=[N+]=CC(=O)CCc1ccccc1. As a reaction SMILES: [C:1]([CH2:2][CH2:3][c:4]1[cH:5][cH:6][cH:7][cH:8][cH:9]1)(=[O:10])[Cl:11].[CH3:15][C:16](=[O:17])[OH:18].[N+:12](=[N-:13])=[CH2:14]>>[C:1]([CH2:2][CH2:3][c:4]1[cH:5][cH:6][cH:7][cH:8][cH:9]1)(=[O:10])[CH:14]=[N+:12]=[N-:13]. Reactants: C(#N)C1=CC2CCC(C1)N2CC(F)F (3-Cyano-8-(2,2-difluoroethyl)-8-azabicyclo[3.2.1]oct-2-ene), P(=O)(O)(O)[O-].[K+] (potassium dihydrogen phosphate), CO (methanol), [BH4-].[Na+] (sodium borohydride). Solvent: N1=CC=CC=C1 (pyridine). Product: C(#N)C1CC2CCC(C1)N2CC(F)F (3-cyano-8-(2,2-difluoroethyl)-8-azabicyclo-[3.2.1]octane). Isolated yield 185637.1%. Reaction SMILES: [C:1]([C:3]1[CH2:9][CH:8]2[N:10]([CH2:11][CH:12]([F:14])[F:13])[CH:5]([CH2:6][CH2:7]2)[CH:4]=1)#[N:2].CO.[BH4-].[Na+].P([O-])(O)(O)=O.[K+]>N1C=CC=CC=1>[C:1]([CH:3]1[CH2:4][CH:5]2[N:10]([CH2:11][CH:12]([F:14])[F:13])[CH:8]([CH2:7][CH2:6]2)[CH2:9]1)#[N:2] |f:2.3,4.5|. Procedure details: An oven-dried 10 ml round bottom flask was fitted with a reflux condenser and a magnetic stirrer and placed under an atmosphere of nitrogen. 3-Cyano-8-(2,2-difluoroethyl)-8-azabicyclo[3.2.1]oct-2-ene (0.17 g, 0.53 mmol) was charged to the reactor followed by methanol (0.25 ml) and pyridine (0.75 ml) to give a solution. Solid sodium borohydride (0.039 g, 1.03 mmol) was added in a single portion and the mixture was then heated and held at reflux for 3 hour. After cooling to ambient, the reaction m... The reactants are COC(=O)C1N(CCC1)CCOC1=C(C=CC(=C1)NC1=NC=NC2=CC(=CC=C12)C1=NC=CC=C1C(F)(F)F)C(C)(C)C (1-(2-{2-tert-butyl-5-[7-(3-trifluoromethyl-pyridin-2-yl)-quinazolin-4-ylamino]-phenoxy}-ethyl)-pyrrolidine-2-carboxylic acid methyl ester), [OH-].[Na+] (sodium hydroxide). Run in CO (methanol). Reaction conditions: time 12 hour. Product: C(C)(C)(C)C1=C(OCCN2C(CCC2)C(=O)O)C=C(C=C1)NC1=NC=NC2=CC(=CC=C12)C1=NC=CC=C1C(F)(F)F (1-(2-{2-tert-Butyl-5-[7-(3-trifluoromethyl-pyridin-2-yl)-quinazolin-4-ylamino]-phenoxy)-ethyl)-pyrrolidine-2-carboxylic acid). RXN SMILES: C[O:2][C:3]([CH:5]1[CH2:9][CH2:8][CH2:7][N:6]1[CH2:10][CH2:11][O:12][C:13]1[CH:18]=[C:17]([NH:19][C:20]2[C:29]3[C:24](=[CH:25][C:26]([C:30]4[C:35]([C:36]([F:39])([F:38])[F:37])=[CH:34][CH:33]=[CH:32][N:31]=4)=[CH:27][CH:28]=3)[N:23]=[CH:22][N:21]=2)[CH:16]=[CH:15][C:14]=1[C:40]([CH3:43])([CH3:42])[CH3:41])=[O:4].[OH-].[Na+]>CO>[C:40]([C:14]1[CH:15]=[CH:16][C:17]([NH:19][C:20]2[C:29]3[C:24](=[CH:25][C:26]([C:30]4[C:35]([C:36]([F:39])([F:37])[F:38])=[CH:34][CH:33]=[CH:32][N:31]=4)=[CH:27][CH:28]=3)[N:23]=[CH:22][N:21]=2)=[CH:18][C:13]=1[O:12][CH2:11][CH2:10][N:6]1[CH2:7][CH2:8][CH2:9][CH:5]1[C:3]([OH:4])=[O:2])([CH3:43])([CH3:41])[CH3:42] |f:1.2|. Reported procedure: To a solution of 1-(2-{2-tert-butyl-5-[7-(3-trifluoromethyl-pyridin-2-yl)-quinazolin-4-ylamino]-phenoxy}-ethyl)-pyrrolidine-2-carboxylic acid methyl ester (59 mg, 0.1 mmol) in methanol (5 ml) add sodium hydroxide (12 mg, 0.3 mmol). Stir the mixture for 12 hours and evaporate to dryness. Add water (2 ml) and 1M hydrochloric acid (until pH=7.0) and extract with ethyl acetate. Wash the combined extracts with brine, dry (MgSO4) and concentrate under reduced pressure to give the title compound. MS 58... Reactants: C(C)(C)(C)OC(NCC=1C=CC2=C(SC=C2)C1)=O (Benzo[b]thiophen-6-ylmethyl-carbamic acid tert-butyl ester), C(C)(C)OB(OC(C)C)OC(C)C (Triisopropylborate), C(C)(C)NC(C)C.[Li] (lithium diisopropylamine), ClC1=NC=CC(=N1)Cl (2,4-dichloropyrimidine), C([O-])([O-])=O.[Na+].[Na+] (sodium carbonate). Reagents/catalysts: C1(=CC=CC=C1)P([C-]1C=CC=C1)C1=CC=CC=C1.[C-]1(C=CC=C1)P(C1=CC=CC=C1)C1=CC=CC=C1.[Fe+2] (1,1′-bis(diphenylphosphino)ferrocene), C(C)(=O)[O-].[Pd+2].C(C)(=O)[O-] (palladium (II) acetate). Run in O (water), C1CCOC1 (THF). Reaction conditions: temperature -78 celsius. Product: C(C)(C)(C)OC(NCC=1C=CC2=C(SC(=C2)C2=NC(=NC=C2)Cl)C1)=O ([2-(2-chloropyrimidin-4-yl)-benzo[b]thiophen-6-ylmethyl]-carbamic acid tert-butyl ester). The yield is 28.3%. As a reaction SMILES: [C:1]([O:5][C:6](=[O:18])[NH:7][CH2:8][C:9]1[CH:10]=[CH:11][C:12]2[CH:16]=[CH:15][S:14][C:13]=2[CH:17]=1)([CH3:4])([CH3:3])[CH3:2].C(OB(OC(C)C)OC(C)C)(C)C.C(NC(C)C)(C)C.[Li].[Cl:40][C:41]1[N:46]=[C:45](Cl)[CH:44]=[CH:43][N:42]=1.C(=O)([O-])[O-].[Na+].[Na+]>C1COCC1.C1(P(C2C=CC=CC=2)[C-]2C=CC=C2)C=CC=CC=1.[C-]1(P(C2C=CC=CC=2)C2C=CC=CC=2)C=CC=C1.[Fe+2].C([O-])(=O)C.[Pd+2].C([O-])(=O)C.O>[C:1]([O:5][C:6](=[O:18])[NH:7][CH2:8][C:9]1[CH:10]=[CH:11][C:12]2[CH:16]=[C:15]([C:43]3[CH:44]=[CH:45][N:46]=[C:41]([Cl:40])[N:42]=3)[S:14][C:13]=2[CH:17]=1)([CH3:4])([CH3:2])[CH3:3] |f:2.3,5.6.7,9.10.11,12.13.14,^1:38|. Procedure details: Benzo[b]thiophen-6-ylmethyl-carbamic acid tert-butyl ester (3.6 g, 13.8 mmol) is dissolved in THF (100 mL) and cooled to −78° C. Triisopropylborate (8.5 mL) is added, followed by lithium diisopropylamine solution (27 mL of 2.0 M solution), and the reaction is allowed to slowly warm to room temperature over two hours. The reaction is stirred at room temperature for two hours at which time 2,4-dichloropyrimidine (4.59 g, 30.8 mmol), 1,1′-bis(diphenylphosphino)ferrocene (388 mg, 0.700 mmol), pallad...